The task is: describe an organic reaction: reactants, conditions, products, and yield. This data is from the Open Reaction Database (ORD), a public repository of structured organic reaction records. The reactants are NC1=C(C(=O)O)C(=CC=C1)Br (2-Amino-6-bromobenzoic acid), [O-]C#N.[Na+] (sodium cyanate), Cl (HCl), [OH-].[Na+] (sodium hydroxide). The solvent is O (water), C(C)(=O)O (acetic acid), O (water). Run at temperature 35 celsius, time 30 minute. Yields the product BrC1=C2C(NC(NC2=CC=C1)=O)=O (5-bromo-1H-quinazoline-2,4-dione). The yield is 57.8%. RXN SMILES: [NH2:1][C:2]1[CH:10]=[CH:9][CH:8]=[C:7]([Br:11])[C:3]=1[C:4](O)=[O:5].[O-:12][C:13]#[N:14].[Na+].[OH-].[Na+].Cl>O.C(O)(=O)C>[Br:11][C:7]1[CH:8]=[CH:9][CH:10]=[C:2]2[C:3]=1[C:4](=[O:5])[NH:14][C:13](=[O:12])[NH:1]2 |f:1.2,3.4|. Reported procedure: 2-Amino-6-bromobenzoic acid (2.97 g, 13.7 mmol) was suspended in a mixture of water (100 mL) and acetic acid (1.5 mL) at 35° C. then a suspension of sodium cyanate (2.23 g, 34.4 mmol) in 10 mL of water was added slowly to the mixture. Upon completion of addition, the resulting mixture was stirred at 35° C. for 30 minutes and then sodium hydroxide (24.7 g, 619 mmol) pellets were slowly added to the mixture to yield a thick precipitate. The mixture was cooled to 5° C. in an ice bath and the pH of ... Starting materials: CN(CCO)C (N,N-dimethylethanol amine), FC1(OC2=C(O1)C=CC(=C2)C2(CC2)C(=O)NC=2N=C(C1=CC=CC=C1C2)C=2C=C(C(=O)Cl)C=CC2)F (3-(3-(1-(2,2-difluorobenzo[d][1,3]dioxol-5-yl)cyclopropanecarboxamido)isoquinolin-1-yl)benzoyl chloride). Solvent: ClCCl (dichloromethane), ClCCl (dichloromethane), C(Cl)Cl (DCM). Reaction conditions: time 8 hour. Product: FC1(OC2=C(O1)C=CC(=C2)C2(CC2)C(=O)NC=2N=C(C1=CC=CC=C1C2)C=2C=C(C(=O)OCCN(C)C)C=CC2)F (2-(dimethylamino)ethyl 3-(3-(1-(2,2-difluorobenzo[d][1,3]dioxol-5-yl)cyclopropanecarboxamido)isoquinolin-1-yl)benzoate). Yield: 90.0%. Reaction SMILES: [CH3:1][N:2]([CH3:6])[CH2:3][CH2:4][OH:5].[F:7][C:8]1([F:42])[O:12][C:11]2[CH:13]=[CH:14][C:15]([C:17]3([C:20]([NH:22][C:23]4[N:24]=[C:25]([C:33]5[CH:34]=[C:35]([CH:39]=[CH:40][CH:41]=5)[C:36](Cl)=[O:37])[C:26]5[C:31]([CH:32]=4)=[CH:30][CH:29]=[CH:28][CH:27]=5)=[O:21])[CH2:19][CH2:18]3)=[CH:16][C:10]=2[O:9]1>ClCCl>[F:42][C:8]1([F:7])[O:12][C:11]2[CH:13]=[CH:14][C:15]([C:17]3([C:20]([NH:22][C:23]4[N:24]=[C:25]([C:33]5[CH:34]=[C:35]([CH:39]=[CH:40][CH:41]=5)[C:36]([O:5][CH2:4][CH2:3][N:2]([CH3:6])[CH3:1])=[O:37])[C:26]5[C:31]([CH:32]=4)=[CH:30][CH:29]=[CH:28][CH:27]=5)=[O:21])[CH2:18][CH2:19]3)=[CH:16][C:10]=2[O:9]1. Procedure: To N,N-dimethylethanol amine (921 mg, 1.04 mL, 10.3 mmol) in dichloromethane (5 mL) was added a solution of 3-(3-(1-(2,2-difluorobenzo[d][1,3]dioxol-5-yl)cyclopropanecarboxamido)isoquinolin-1-yl)benzoyl chloride in dichloromethane (5 mL). The reaction mixture was stirred at room temperature overnight. The mixture was diluted with DCM (20 mL) and was washed with 1N HCl (20 mL) and saturated NaHCO3 (20 mL). The organics were dried over Na2SO4 and evaporated to yield 2-(dimethylamino)ethyl 3-(3-(1-...